Dataset: the Open Reaction Database (ORD), a public repository of structured organic reaction records. Task: describe an organic reaction: reactants, conditions, products, and yield The product is O=CN(O)C(CCCc1ncccn1)CS(=O)(=O)N1CCN(c2ncc(OCC(F)(F)F)cn2)CC1. RXN SMILES: [CH2:45]1[O:46][CH2:47][CH2:48][CH2:49]1.[CH3:4][C:5]([O:6][C:7](=[O:8])[CH3:9])=[O:10].[CH:1](=[O:2])[OH:3].[OH:11][NH:12][CH:13]([CH2:14][S:15](=[O:16])(=[O:17])[N:18]1[CH2:19][CH2:20][N:21]([c:24]2[n:25][cH:26][c:27]([O:30][CH2:31][C:32]([F:33])([F:34])[F:35])[cH:28][n:29]2)[CH2:22][CH2:23]1)[CH2:36][CH2:37][CH2:38][c:39]1[n:40][cH:41][cH:42][cH:43][n:44]1>>[CH:1](=[O:2])[N:12]([OH:11])[CH:13]([CH2:14][S:15](=[O:16])(=[O:17])[N:18]1[CH2:19][CH2:20][N:21]([c:24]2[n:25][cH:26][c:27]([O:30][CH2:31][C:32]([F:33])([F:34])[F:35])[cH:28][n:29]2)[CH2:22][CH2:23]1)[CH2:36][CH2:37][CH2:38][c:39]1[n:40][cH:41][cH:42][cH:43][n:44]1. The reactants are C1CCOC1, CC(=O)OC(C)=O, O=CO, O=S(=O)(CC(CCCc1ncccn1)NO)N1CCN(c2ncc(OCC(F)(F)F)cn2)CC1.